Dataset: the Open Reaction Database (ORD), a public repository of structured organic reaction records. Task: describe an organic reaction: reactants, conditions, products, and yield The reactants are ClC1=CC2=C(C=N1)N=C(N2C(C)C2=NC=CC=C2)C=2C=C(C(N(C2)C)=O)C (5-[6-Chloro-1-(1-pyridin-2-yl-ethyl)-1H-imidazo[4,5-c]pyridin-2-yl]-1,3-dimethyl-1H-pyridin-2-one), C=1C=CC(=CC1)P(C=2C=CC=CC2)C3=CC=C4C=CC=CC4=C3C5=C6C=CC=CC6=CC=C5P(C=7C=CC=CC7)C=8C=CC=CC8 (BINAP), C1(CC1)CO (Cyclopropyl methanol), [H-].[Na+] (NaH). Reagents/catalysts: C=1C=CC(=CC1)/C=C/C(=O)/C=C/C2=CC=CC=C2.C=1C=CC(=CC1)/C=C/C(=O)/C=C/C2=CC=CC=C2.C=1C=CC(=CC1)/C=C/C(=O)/C=C/C2=CC=CC=C2.[Pd].[Pd] (Pd2(dba)3). Solvent: C1(=CC=CC=C1)C (toluene), C1(=CC=CC=C1)C (toluene). Reaction conditions: temperature 70 celsius, time 15 minute. Product: C1(CC1)COC1=CC2=C(C=N1)N=C(N2C(C)C2=NC=CC=C2)C=2C=C(C(N(C2)C)=O)C (Racemic 5-[6-Cyclopropylmethoxy-1-(1-pyridin-2-yl-ethyl)-1H-imidazo[4,5-c]pyridin-2-yl]-1,3-dimethyl-1H-pyridin-2-one). The yield is 33.5%. RXN SMILES: [CH:1]1([CH2:4][OH:5])[CH2:3][CH2:2]1.[H-].[Na+].Cl[C:9]1[N:14]=[CH:13][C:12]2[N:15]=[C:16]([C:26]3[CH:27]=[C:28]([CH3:34])[C:29](=[O:33])[N:30]([CH3:32])[CH:31]=3)[N:17]([CH:18]([C:20]3[CH:25]=[CH:24][CH:23]=[CH:22][N:21]=3)[CH3:19])[C:11]=2[CH:10]=1.C1C=CC(P(C2C(C3C(P(C4C=CC=CC=4)C4C=CC=CC=4)=CC=C4C=3C=CC=C4)=C3C(C=CC=C3)=CC=2)C2C=CC=CC=2)=CC=1>C1(C)C=CC=CC=1.C1C=CC(/C=C/C(/C=C/C2C=CC=CC=2)=O)=CC=1.C1C=CC(/C=C/C(/C=C/C2C=CC=CC=2)=O)=CC=1.C1C=CC(/C=C/C(/C=C/C2C=CC=CC=2)=O)=CC=1.[Pd].[Pd]>[CH:1]1([CH2:4][O:5][C:9]2[N:14]=[CH:13][C:12]3[N:15]=[C:16]([C:26]4[CH:27]=[C:28]([CH3:34])[C:29](=[O:33])[N:30]([CH3:32])[CH:31]=4)[N:17]([CH:18]([C:20]4[CH:25]=[CH:24][CH:23]=[CH:22][N:21]=4)[CH3:19])[C:11]=3[CH:10]=2)[CH2:3][CH2:2]1 |f:1.2,6.7.8.9.10|. Procedure: Cyclopropyl methanol (7.4 mg; 0.103 mmol) is dissolved in toluene (1 ml) and added to NaH 60% w/w (8.3 mg; 0.348 mmol). The mixture is stirred at 70° C. for 15 min under a nitrogen atmosphere. Then a mixture of (5-[6-Chloro-1-(1-pyridin-2-yl-ethyl)-1H-imidazo[4,5-c]pyridin-2-yl]-1,3-dimethyl-1H-pyridin-2-one II-21′ (30 mg; 0.079 mmol), BINAP (9.8 mg; 0.016 mmol), Pd2(dba)3 (7.2 mg; 0.008 mmol) is added in toluene (1 ml) and stirred for 2 hours at 100° C. The reaction mixture is evaporated and di... Reactants: C1(=CC=CC=C1)S (thiophenol), C(C=C)(=O)OCC (ethyl acrylate), C(Cl)(Cl)Cl (HCCl3). The solvent is C(C)N(CC)CC (triethylamine). Run at time 3 hour. Product: C1(=CC=CC=C1)SCCC(=O)OCC (ethyl 3-(phenylthio)propionate). Isolated yield 92.1%. Reaction SMILES: [C:1]1([SH:7])[CH:6]=[CH:5][CH:4]=[CH:3][CH:2]=1.[C:8]([O:12][CH2:13][CH3:14])(=[O:11])[CH:9]=[CH2:10].C(Cl)(Cl)Cl>C(N(CC)CC)C>[C:1]1([S:7][CH2:10][CH2:9][C:8]([O:12][CH2:13][CH3:14])=[O:11])[CH:6]=[CH:5][CH:4]=[CH:3][CH:2]=1. Procedure: To a solution of 12.12 g (0.11 mol) of thiophenol, 10.01 g (0.10 mol) ethyl acrylate, 20 mL of HCCl3 at 0° C. in a 100-mL, round-bottom flask, 0.50 mL of triethylamine was added under N2. The ice bath was removed after the addition of triethylamine and the solution was allowed to stir at room temperature for 3 hours. The resulting solution was idluted with 150 mL of ether and washed with 10% NaOH, H2O, and saturated NaCl solution. The mixture was dried (Na2SO4, overnight) and the solvents were r...